From a dataset of the Open Reaction Database (ORD), a public repository of structured organic reaction records. describe an organic reaction: reactants, conditions, products, and yield Starting materials: CCN(CC)CCNC(=O)c1c(C)[nH]c(C=O)c1C, C1CCNCC1, CCO, O=C1Cc2c(cccc2-c2ccc(OC(F)(F)F)cc2)N1. Yields the product CCN(CC)CCNC(=O)c1c(C)[nH]c(C=C2C(=O)Nc3cccc(-c4ccc(OC(F)(F)F)cc4)c32)c1C. Reaction SMILES: [CH2:22]([CH3:23])[N:24]([CH2:25][CH2:26][NH:27][C:28](=[O:29])[c:30]1[c:31]([CH3:38])[nH:32][c:33]([CH:36]=[O:37])[c:34]1[CH3:35])[CH2:39][CH3:40].[CH2:41]1[CH2:42][CH2:43][NH:44][CH2:45][CH2:46]1.[CH3:47][CH2:48][OH:49].[F:1][C:2]([O:3][c:4]1[cH:5][cH:6][c:7](-[c:10]2[c:11]3[c:15]([cH:16][cH:17][cH:18]2)[NH:14][C:13](=[O:19])[CH2:12]3)[cH:8][cH:9]1)([F:20])[F:21]>>[F:1][C:2]([O:3][c:4]1[cH:5][cH:6][c:7](-[c:10]2[c:11]3[c:15]([cH:16][cH:17][cH:18]2)[NH:14][C:13](=[O:19])[C:12]3=[CH:36][c:33]2[nH:32][c:31]([CH3:38])[c:30]([C:28]([NH:27][CH2:26][CH2:25][N:24]([CH2:22][CH3:23])[CH2:39][CH3:40])=[O:29])[c:34]2[CH3:35])[cH:8][cH:9]1)([F:20])[F:21].